Dataset: the Open Reaction Database (ORD), a public repository of structured organic reaction records. Task: describe an organic reaction: reactants, conditions, products, and yield Reactants: C(C)(C)N(C(C)C)CC (N,N-diisopropylethylamine), C1(=CC=CC=C1)N1N=C(C=C1NC(OC1=CC=CC=C1)=O)C(F)(F)F (phenyl 1-phenyl-3-(trifluoromethyl)-1H-pyrazol-5-ylcarbamate), COC=1C=C2C(=NC=NC2=CC1OC)OC=1C=C(N)C=CC1 (3-(6,7-dimethoxyquinazolin-4-yloxy)aniline). The solvent is C1CCOC1 (THF). Product: title compound, COC=1C=C2C(=NC=NC2=CC1OC)OC=1C=C(C=CC1)NC(=O)NC1=CC(=NN1C1=CC=CC=C1)C(F)(F)F (1-[3-(6,7-dimethoxyquinazolin-4-yloxy)phenyl]-3-[1-phenyl-3-(trifluoromethyl)-1H-pyrazol-5-yl]urea). The yield is 53.0%. As a reaction SMILES: [C:1]1([N:7]2[C:11]([NH:12][C:13](=[O:21])OC3C=CC=CC=3)=[CH:10][C:9]([C:22]([F:25])([F:24])[F:23])=[N:8]2)[CH:6]=[CH:5][CH:4]=[CH:3][CH:2]=1.[CH3:26][O:27][C:28]1[CH:29]=[C:30]2[C:35](=[CH:36][C:37]=1[O:38][CH3:39])[N:34]=[CH:33][N:32]=[C:31]2[O:40][C:41]1[CH:42]=[C:43]([CH:45]=[CH:46][CH:47]=1)[NH2:44].C(N(CC)C(C)C)(C)C>C1COCC1>[CH3:26][O:27][C:28]1[CH:29]=[C:30]2[C:35](=[CH:36][C:37]=1[O:38][CH3:39])[N:34]=[CH:33][N:32]=[C:31]2[O:40][C:41]1[CH:42]=[C:43]([NH:44][C:13]([NH:12][C:11]2[N:7]([C:1]3[CH:2]=[CH:3][CH:4]=[CH:5][CH:6]=3)[N:8]=[C:9]([C:22]([F:23])([F:24])[F:25])[CH:10]=2)=[O:21])[CH:45]=[CH:46][CH:47]=1. Reported procedure: The title compound was prepared as described in Example 159B, using phenyl 1-phenyl-3-(trifluoromethyl)-1H-pyrazol-5-ylcarbamate from the previous step (0.139 g, 0.4 mmol), 3-(6,7-dimethoxyquinazolin-4-yloxy)aniline from Example 113A (0.119 g, 0.4 mmol), and N,N-diisopropylethylamine (0.3 mL) in THF (6 mL) at 50° C. for 6 hours, to afford 1-[3-(6,7-dimethoxyquinazolin-4-yloxy)phenyl]-3-[1-phenyl-3-(trifluoromethyl)-1H-pyrazol-5-yl]urea as solid (0.116 g, 53%). 1H NMR (300 MHz, DMSO-d6) δ 9.32 (s... The reactants are C(CC)N1C=C(C2=CC(=CC(=C12)C)OC)C1CCN(CC1)C (1-propyl-5-methoxy-7-methyl-3-(1-methylpiperdin-4-yl)-1H-indole), Cl.N1=CC=CC=C1 (pyridine hydrochloride). Product: C(CC)N1C=C(C2=CC(=CC(=C12)C)O)C1CCN(CC1)C (1-Propyl-7-methyl-3-(1-methylpiperdin-4-yl)-5-hydroxy-1H-indole). Isolated yield 87.1%. Reaction SMILES: [CH2:1]([N:4]1[C:12]2[C:7](=[CH:8][C:9]([O:14]C)=[CH:10][C:11]=2[CH3:13])[C:6]([CH:16]2[CH2:21][CH2:20][N:19]([CH3:22])[CH2:18][CH2:17]2)=[CH:5]1)[CH2:2][CH3:3].Cl.N1C=CC=CC=1>>[CH2:1]([N:4]1[C:12]2[C:7](=[CH:8][C:9]([OH:14])=[CH:10][C:11]=2[CH3:13])[C:6]([CH:16]2[CH2:17][CH2:18][N:19]([CH3:22])[CH2:20][CH2:21]2)=[CH:5]1)[CH2:2][CH3:3] |f:1.2|. Procedure: By a method similar to PREPARATION 8, using 1-propyl-5-methoxy-7-methyl-3-(1-methylpiperdin-4-yl)-1H-indole (1.24 g) and pyridine hydrochloride (25 g) to afford 1.03 g (87%) of the title compound: mass spectrum (ion spray): m/z=287 (M+1); Calculated for C18H26N2O.0.4 H2O: C, 73.63; H, 9.34; N, 9.23. Found: C, 73.70; H, 9.34; N, 9.33. Starting materials: CC1=CC=C(C2=CC=CC=C12)C(=O)O (4-methyl-1-naphthalenecarboxylic acid), CO (methanol), Cl (Hydrogen chloride). Conditions: time 19 hour. The product is CC1=CC=C(C2=CC=CC=C12)C(=O)OC (Methyl 4-methyl-1-naphthalene Carboxylate). As a reaction SMILES: [CH3:1][C:2]1[C:11]2[C:6](=[CH:7][CH:8]=[CH:9][CH:10]=2)[C:5]([C:12]([OH:14])=[O:13])=[CH:4][CH:3]=1.Cl.[CH3:16]O>>[CH3:1][C:2]1[C:11]2[C:6](=[CH:7][CH:8]=[CH:9][CH:10]=2)[C:5]([C:12]([O:14][CH3:16])=[O:13])=[CH:4][CH:3]=1. Procedure: Commercially available 4-methyl-1-naphthalenecarboxylic acid (250.6 mg) was dissolved in methanol (7.5 ml). Hydrogen chloride gas was blown into the solution for five minutes while cooling with ice. Then, the mixture was stirred for 19 hours at room temperature and the solvent was removed by distillation. The residue was dissolved in chloroform, washed with 1 mol/l aqueous solution of sodium hydroxide, and dried over anhydrous sodium sulfate. The solvent was removed by distillation. The residue ... Reactants: COC(=O)Cc1ccc(-c2ccc(-c3nc(C(N)=O)c(C)nc3C)cc2F)c(F)c1, CC(C)(C)O, Cl, [K+], [OH-]. Yields the product Cc1nc(C)c(-c2ccc(-c3ccc(CC(=O)O)cc3F)c(F)c2)nc1C(N)=O. RXN SMILES: [C:3]([NH2:4])(=[O:5])[c:6]1[c:7]([CH3:32])[n:8][c:9]([CH3:31])[c:10](-[c:12]2[cH:13][c:14]([F:30])[c:15](-[c:18]3[c:19]([F:29])[cH:20][c:21]([CH2:24][C:25](=[O:26])[O:27][CH3:28])[cH:22][cH:23]3)[cH:16][cH:17]2)[n:11]1.[CH3:34][C:35]([OH:36])([CH3:37])[CH3:38].[ClH:33].[K+:2].[OH-:1]>>[C:3]([NH2:4])(=[O:5])[c:6]1[c:7]([CH3:32])[n:8][c:9]([CH3:31])[c:10](-[c:12]2[cH:13][c:14]([F:30])[c:15](-[c:18]3[c:19]([F:29])[cH:20][c:21]([CH2:24][C:25](=[O:26])[OH:27])[cH:22][cH:23]3)[cH:16][cH:17]2)[n:11]1.